From a dataset of the Open Reaction Database (ORD), a public repository of structured organic reaction records. describe an organic reaction: reactants, conditions, products, and yield Starting materials: C1(OCCC2=CC=CC=C12)CC(=O)O ((-)-isochromanylacetic acid), CC1CN(CC(N1)C)C1=CC=C(C(=O)N)C=C1 (4-(3,5-dimethylpiperazin-1-yl)benzamide), N1(CCNCC1)C1=CC=C(C=C1)S(=O)(=O)N (4-(piperazin-1-yl)benzenesulfonamide), ClCCC1OCC(C2=CC=CC=C12)C (1-(2-chloroethyl)-4-methyl-isochroman), C[C@@H]1N[C@@H](CNC1)C (cis-2,6-dimethylpiperazine). The product is [C@H]1(OCCC2=CC=CC=C12)CCN1[C@@H](CN(C[C@@H]1C)C1=CC=C(C(=O)N)C=C1)C ((S)-(-)-4-[4-[2-(Isochroman-1-yl)ethyl]-cis-3,5-dimethylpiperazin-1-yl]benzamide). Reaction SMILES: [CH:1]1([CH2:11][C:12](O)=O)[C:10]2[C:5](=[CH:6][CH:7]=[CH:8][CH:9]=2)[CH2:4][CH2:3][O:2]1.[CH3:15][CH:16]1[NH:21][CH:20]([CH3:22])[CH2:19][N:18]([C:23]2[CH:31]=[CH:30][C:26]([C:27]([NH2:29])=[O:28])=[CH:25][CH:24]=2)[CH2:17]1.N1(C2C=CC(S(N)(=O)=O)=CC=2)CCNCC1.ClCCC1C2C(=CC=CC=2)C(C)CO1.C[C@H]1CNC[C@@H](C)N1>>[C@H:1]1([CH2:11][CH2:12][N:21]2[C@@H:16]([CH3:15])[CH2:17][N:18]([C:23]3[CH:31]=[CH:30][C:26]([C:27]([NH2:29])=[O:28])=[CH:25][CH:24]=3)[CH2:19][C@H:20]2[CH3:22])[C:10]2[C:5](=[CH:6][CH:7]=[CH:8][CH:9]=2)[CH2:4][CH2:3][O:2]1. Reported procedure: Following the general procedure of EXAMPLE 48 and making non-critical variations (-)-isochromanylacetic acid (LXI, EXAMPLE 45, 0.346 g) and 4-(3,5-dimethylpiperazin-1-yl)benzamide [(IV), 0.462 g; prepared from 4-fluorobenzamide (III) and cis-2,6-dimethylpiperazine (II, Aldrich) by the procedure of EXAMPLE 47, Step 1] gives the title compound, mp 206°-207°; MS (m/z) 393; IR (mineral oil) 1640, 1607, 1246, 3383, 1402, 1395, 1422, 1112 and 1332 cm-1. Reactants: [H-].[Al+3].[Li+].[H-].[H-].[H-] (lithium aluminum hydride), BrC=1C=C(OC2=CC=C(S2)C#N)C=CC1 (5-(3-bromophenoxy)-thiophene-2carbonitrile), compound, O (Water), [H-].[Al+3].[Li+].[H-].[H-].[H-] (lithium aluminum hydride). Solvent: O1CCCC1 (tetrahydrofuran), O1CCCC1 (tetrahydrofuran). Reaction conditions: time 2 hour. Product: BrC=1C=C(OC2=CC=C(S2)CN)C=CC1 (C-(5-(3-bromophenoxy)-thiophen-2-yl)-methylamine). RXN SMILES: [H-].[Al+3].[Li+].[H-].[H-].[H-].[Br:7][C:8]1[CH:9]=[C:10]([CH:19]=[CH:20][CH:21]=1)[O:11][C:12]1[S:16][C:15]([C:17]#[N:18])=[CH:14][CH:13]=1.O>O1CCCC1>[Br:7][C:8]1[CH:9]=[C:10]([CH:19]=[CH:20][CH:21]=1)[O:11][C:12]1[S:16][C:15]([CH2:17][NH2:18])=[CH:14][CH:13]=1 |f:0.1.2.3.4.5|. Procedure: Next, to a solution of lithium aluminum hydride (204 mg, 5.39 mmol) in tetrahydrofuran (10 mL) was added a solution of the resulting 5-(3-bromophenoxy)-thiophene-2carbonitrile (1.01 g, 3.59 mmol) in tetrahydrofuran (10 mL), and the solution was stirred at room temperature for 2 hours. Then, lithium aluminum hydride (68 mg, 1.80 mmol) was added, and the solution was further stirred at room temperature for 1 hour. Water was added to the reaction solution, which was then extracted with ethyl acetat...